From a dataset of the Open Reaction Database (ORD), a public repository of structured organic reaction records. describe an organic reaction: reactants, conditions, products, and yield The reactants are CC(C)C[AlH]CC(C)C, Cc1ccccc1, ClCCl, Cl, O, CCOC(=O)c1cn2c(n1)SCC2. Yields the product O=Cc1cn2c(n1)SCC2. Reaction SMILES: [CH3:14][CH:15]([CH2:16][AlH:17][CH2:18][CH:19]([CH3:20])[CH3:21])[CH3:22].[CH3:23][c:24]1[cH:25][cH:26][cH:27][cH:28][cH:29]1.[Cl:31][CH2:32][Cl:33].[ClH:30].[OH2:34].[S:1]1[c:2]2[n:3]([cH:6][c:7]([C:9](=[O:10])[O:11][CH2:12][CH3:13])[n:8]2)[CH2:4][CH2:5]1>>[S:1]1[c:2]2[n:3]([cH:6][c:7]([CH:9]=[O:10])[n:8]2)[CH2:4][CH2:5]1. Reactants: COC(=O)CC(O)CN1CCN(c2ccc(C(F)(F)F)c(Cl)c2)C(C)C1=O, [Li+], [OH-]. The product is CC1C(=O)N(CC(O)CC(=O)O)CCN1c1ccc(C(F)(F)F)c(Cl)c1. Reaction SMILES: [CH3:1][O:2][C:3]([CH2:4][CH:5]([CH2:6][N:7]1[C:8](=[O:25])[CH:9]([CH3:24])[N:10]([c:13]2[cH:14][c:15]([Cl:23])[c:16]([C:19]([F:20])([F:21])[F:22])[cH:17][cH:18]2)[CH2:11][CH2:12]1)[OH:26])=[O:27].[Li+:28].[OH-:29]>>[O:2]=[C:3]([CH2:4][CH:5]([CH2:6][N:7]1[C:8](=[O:25])[CH:9]([CH3:24])[N:10]([c:13]2[cH:14][c:15]([Cl:23])[c:16]([C:19]([F:20])([F:21])[F:22])[cH:17][cH:18]2)[CH2:11][CH2:12]1)[OH:26])[OH:27]. Reactants: BrC=1C=C(C=CC1)C=1C2=CC=CC=C2C(=C2C=CC=CC12)C1=CC=CC=C1 (9-(3-bromophenyl)-10-phenylanthracene), C(C)(C)(C)P(C(C)(C)C)C(C)(C)C (tri(tert-butyl)phosphine), C1=CC=CC=2C3=CC=CC=C3NC12 (9H-carbazole), CC(C)([O-])C.[Na+] (sodium tert-butoxide). The reagents and catalysts are C=1C=CC(=CC1)/C=C/C(=O)/C=C/C2=CC=CC=C2.C=1C=CC(=CC1)/C=C/C(=O)/C=C/C2=CC=CC=C2.[Pd] (bis(dibenzylideneacetone)palladium(0)). Solvent: C1(=CC=CC=C1)C (toluene). Yields the product C1(=CC=CC=C1)C1=C2C=CC=CC2=C(C2=CC=CC=C12)C=1C=C(C=CC1)N1C2=CC=CC=C2C=2C=CC=CC12 (9-[3-(10-phenyl-9-anthryl)phenyl]-9H-carbazole). Yield: 73.4%. As a reaction SMILES: Br[C:2]1[CH:3]=[C:4]([C:8]2[C:9]3[C:14]([C:15]([C:22]4[CH:27]=[CH:26][CH:25]=[CH:24][CH:23]=4)=[C:16]4[C:21]=2[CH:20]=[CH:19][CH:18]=[CH:17]4)=[CH:13][CH:12]=[CH:11][CH:10]=3)[CH:5]=[CH:6][CH:7]=1.[CH:28]1[C:40]2[NH:39][C:38]3[C:33](=[CH:34][CH:35]=[CH:36][CH:37]=3)[C:32]=2[CH:31]=[CH:30][CH:29]=1.CC(C)([O-])C.[Na+].C(P(C(C)(C)C)C(C)(C)C)(C)(C)C>C1C=CC(/C=C/C(/C=C/C2C=CC=CC=2)=O)=CC=1.C1C=CC(/C=C/C(/C=C/C2C=CC=CC=2)=O)=CC=1.[Pd].C1(C)C=CC=CC=1>[C:14]1([C:15]2[C:22]3[C:27](=[CH:26][CH:25]=[CH:24][CH:23]=3)[C:8]([C:4]3[CH:3]=[C:2]([N:39]4[C:40]5[CH:28]=[CH:29][CH:30]=[CH:31][C:32]=5[C:33]5[C:38]4=[CH:37][CH:36]=[CH:35][CH:34]=5)[CH:7]=[CH:6][CH:5]=3)=[C:21]3[C:16]=2[CH:17]=[CH:18][CH:19]=[CH:20]3)[CH:9]=[CH:10][CH:11]=[CH:12][CH:13]=1 |f:2.3,5.6.7|. Reported procedure: Into a 200 mL three-neck flask were put 1.3 g (3.3 mmol) of 9-(3-bromophenyl)-10-phenylanthracene (abbr: mPA), 0.55 g (3.3 mmol) of 9H-carbazole, and 0.63 g (6.6 mmol) of sodium tert-butoxide. After the air in the flask was replaced with nitrogen, 40 mL of toluene and 0.40 mL of tri(tert-butyl)phosphine (10 wt % hexane solution) were added to this mixture. This mixture was stirred to be degassed while the pressure was reduced. After the degassing, 95 mg (0.17 mmol) of bis(dibenzylideneacetone)pa...